This data is from the Open Reaction Database (ORD), a public repository of structured organic reaction records. The task is: describe an organic reaction: reactants, conditions, products, and yield Reactants: FC=1C=C2C(C(=O)OC2=O)=CC1F (4,5-difluorophthalic anhydride), N (ammonia). The product is FC=1C=C(C(C(=O)[O-])=CC1F)C(=O)N.[NH4+] (ammonium 4,5-difluorophthalamate). RXN SMILES: [F:1][C:2]1[CH:3]=[C:4]2[C:9](=[O:10])[O:8][C:6](=[O:7])[C:5]2=[CH:11][C:12]=1[F:13].[NH3:14]>>[F:1][C:2]1[CH:3]=[C:4]([C:9]([NH2:14])=[O:10])[C:5](=[CH:11][C:12]=1[F:13])[C:6]([O-:8])=[O:7].[NH4+:14] |f:2.3|. Procedure details: Following the procedure of Example 1B, the 4,5-difluorophthalic anhydride product was reacted with ammonia to form the ammonium 4,5-difluorophthalamate. Reactants: COC(=O)CBr, COC(=O)c1cc2[nH]cc(C3CCCCC3F)c2s1, [H-], [Na+], CN(C)C=O. The product is COC(=O)Cn1cc(C2CCCCC2F)c2sc(C(=O)OC)cc21. As a reaction SMILES: [Br:22][CH2:23][C:24](=[O:25])[O:26][CH3:27].[F:3][CH:4]1[CH:5]([c:10]2[c:11]3[c:12]([nH:13][cH:14]2)[cH:15][c:16]([C:18](=[O:19])[O:20][CH3:21])[s:17]3)[CH2:6][CH2:7][CH2:8][CH2:9]1.[H-:2].[Na+:1].[O:28]=[CH:29][N:30]([CH3:31])[CH3:32]>>[F:3][CH:4]1[CH:5]([c:10]2[c:11]3[c:12]([n:13]([CH2:23][C:24](=[O:25])[O:26][CH3:27])[cH:14]2)[cH:15][c:16]([C:18](=[O:19])[O:20][CH3:21])[s:17]3)[CH2:6][CH2:7][CH2:8][CH2:9]1. Yields the product CC1=C(C=CC(=C1)N1C(CCC1)=O)C1=CC=C(C=C1)C(=O)N1CCC=2C=C3C(=CC12)C1(CCN(CC1)CCC)CO3 (5-[2'-Methyl-4'-(2-oxopyrrolidin-1-yl)biphenyl-4-carbonyl]-1'-n-propyl-2,3,6,7-tetrahydrospiro[furo[2,3-f]indole-3,4'-piperidine]). Starting materials: hydrochloride salt, CC1=C(C=CC(=C1)N1C(CCC1)=O)C1=CC=C(C=C1)C(=O)N1CCC=2C=C3C(=CC12)C1(CCNCC1)CO3 (5-[2'-methyl-4'-(2-oxopyrrolidin-1-yl)biphenyl-4-carbonyl]-2,3,6,7-tetrahydrospiro[furo[2,3-f]indole-3,4'-piperidine]), BrCCC (1-bromopropane), oil. Reported procedure: The title compound was prepared from 5-[2'-methyl-4'-(2-oxopyrrolidin-1-yl)biphenyl-4-carbonyl]-2,3,6,7-tetrahydrospiro[furo[2,3-f]indole-3,4'-piperidine] (E18) and 1-bromopropane using a similar procedure to Example 19, as a colourless oil (78%). This was converted to its hydrochloride salt and crystallised from acetone. As a reaction SMILES: [CH3:1][C:2]1[CH:7]=[C:6]([N:8]2[CH2:12][CH2:11][CH2:10][C:9]2=[O:13])[CH:5]=[CH:4][C:3]=1[C:14]1[CH:19]=[CH:18][C:17]([C:20]([N:22]2[C:30]3[CH:29]=[C:28]4[C:31]5([CH2:37][O:38][C:27]4=[CH:26][C:25]=3[CH2:24][CH2:23]2)[CH2:36][CH2:35][NH:34][CH2:33][CH2:32]5)=[O:21])=[CH:16][CH:15]=1.Br[CH2:40][CH2:41][CH3:42]>>[CH3:1][C:2]1[CH:7]=[C:6]([N:8]2[CH2:12][CH2:11][CH2:10][C:9]2=[O:13])[CH:5]=[CH:4][C:3]=1[C:14]1[CH:19]=[CH:18][C:17]([C:20]([N:22]2[C:30]3[CH:29]=[C:28]4[C:31]5([CH2:37][O:38][C:27]4=[CH:26][C:25]=3[CH2:24][CH2:23]2)[CH2:36][CH2:35][N:34]([CH2:40][CH2:41][CH3:42])[CH2:33][CH2:32]5)=[O:21])=[CH:16][CH:15]=1. Starting materials: O=C(n1ccnc1)n1ccnc1, COc1ccc(N2CCOCC2)cc1N, CN(C)C=O, O=C(O)c1ncc[nH]1. Product: COc1ccc(N2CCOCC2)cc1NC(=O)c1ncc[nH]1. RXN SMILES: [C:9]([n:10]1[cH:11][cH:12][n:13][cH:14]1)([n:15]1[cH:16][cH:17][n:18][cH:19]1)=[O:20].[CH3:21][O:22][c:23]1[c:24]([NH2:35])[cH:25][c:26]([N:29]2[CH2:30][CH2:31][O:32][CH2:33][CH2:34]2)[cH:27][cH:28]1.[O:36]=[CH:37][N:38]([CH3:39])[CH3:40].[nH:1]1[c:2]([C:6](=[O:7])[OH:8])[n:3][cH:4][cH:5]1>>[nH:1]1[c:2]([C:6](=[O:8])[NH:35][c:24]2[c:23]([O:22][CH3:21])[cH:28][cH:27][c:26]([N:29]3[CH2:30][CH2:31][O:32][CH2:33][CH2:34]3)[cH:25]2)[n:3][cH:4][cH:5]1. Starting materials: OCC(C(=O)O)(C)CO (2,2-bis(hydroxymethyl)propionic acid), aqueous solution, [OH-].[Na+] (sodium hydroxide). Solvent: C(C)O (ethanol). Run at time 5 minute. Yields the product OCC(C(=O)[O-])(C)CO.[Na+] (Sodium 3-hydroxy-2-(hydroxymethyl)-2-methylpropanoate). Reaction SMILES: [OH:1][CH2:2][C:3]([CH2:8][OH:9])([CH3:7])[C:4]([OH:6])=[O:5].[OH-].[Na+:11]>C(O)C>[OH:1][CH2:2][C:3]([CH2:8][OH:9])([CH3:7])[C:4]([O-:6])=[O:5].[Na+:11] |f:1.2,4.5|. Procedure: To a solution of 2,2-bis(hydroxymethyl)propionic acid (2.21 g) in ethanol (30 mL) was added 5N aqueous solution of sodium hydroxide (3.30 mL) and the mixture was stirred at room temperature for 5 minutes. The reaction mixture was concentrated to give the title compound. Reactants: CCOC(=O)C (EtOAc), CC(=O)OI1(C=2C=CC=CC2C(=O)O1)(OC(=O)C)OC(=O)C (Dess-Martin periodinane), NC1=NC=NN2C1=C(C(=C2CN2CCOCC2)C(C)O)C2=CC=C(C=C2)NC(=O)NC2=NC=CC(=C2)C(F)(F)F (N-{4-[4-amino-6-(1-hydroxyethyl)-7-(morpholin-4-ylmethyl)pyrrolo[2,1-f][1,2,4]-triazin-5-yl]phenyl}-N′-[4-(trifluoromethyl)-pyridin-2-yl]urea), C(=O)(O)[O-].[Na+] (NaHCO3). The solvent is O (H2O), CS(=O)C (DMSO). The product is C(C)(=O)C=1C(=C2C(=NC=NN2C1CN1CCOCC1)N)C1=CC=C(C=C1)NC(=O)NC1=NC=CC(=C1)C(F)(F)F (N-{4-[6-acetyl-4-amino-7-(morpholin-4-ylmethyl)pyrrolo[2,1-f][1,2,4]triazin-5-yl]phenyl}-N′-[4-(trifluoromethyl)-pyridin-2-yl]urea). Isolated yield 33.3%. Reaction SMILES: CC(OI1(OC(C)=O)(OC(C)=O)OC(=O)C2C=CC=CC1=2)=O.[NH2:23][C:24]1[C:29]2=[C:30]([C:43]3[CH:48]=[CH:47][C:46]([NH:49][C:50]([NH:52][C:53]4[CH:58]=[C:57]([C:59]([F:62])([F:61])[F:60])[CH:56]=[CH:55][N:54]=4)=[O:51])=[CH:45][CH:44]=3)[C:31]([CH:40]([OH:42])[CH3:41])=[C:32]([CH2:33][N:34]3[CH2:39][CH2:38][O:37][CH2:36][CH2:35]3)[N:28]2[N:27]=[CH:26][N:25]=1.C([O-])(O)=O.[Na+].CCOC(C)=O>CS(C)=O.O>[C:40]([C:31]1[C:30]([C:43]2[CH:48]=[CH:47][C:46]([NH:49][C:50]([NH:52][C:53]3[CH:58]=[C:57]([C:59]([F:60])([F:61])[F:62])[CH:56]=[CH:55][N:54]=3)=[O:51])=[CH:45][CH:44]=2)=[C:29]2[N:28]([C:32]=1[CH2:33][N:34]1[CH2:39][CH2:38][O:37][CH2:36][CH2:35]1)[N:27]=[CH:26][N:25]=[C:24]2[NH2:23])(=[O:42])[CH3:41] |f:2.3|. Procedure details: Dess-Martin periodinane (342.9 mg, 0.809 mmol) was added to a stirring solution of N-{4-[4-amino-6-(1-hydroxyethyl)-7-(morpholin-4-ylmethyl)pyrrolo[2,1-f][1,2,4]-triazin-5-yl]phenyl}-N′-[4-(trifluoromethyl)-pyridin-2-yl]urea (300 mg, 0.54 mmol) in DMSO (3 mL). The reaction was allowed to stir until complete by HPLC. Saturated aq. NaHCO3 solution (0.25 volumes) was added until a lot of solid had crashed out. Then 2 volumes of EtOAc and 0.5 volumes of H2O was added. This was allowed to stir overni... Starting materials: O=C(O)c1cn(C2CC2)c2c(F)c(F)c(F)c(F)c2c1=O, O=CN1CCNCC1, c1ccncc1. The product is O=CN1CCN(c2c(F)c(F)c3c(=O)c(C(=O)O)cn(C4CC4)c3c2F)CC1. RXN SMILES: [CH:1]1([n:4]2[cH:5][c:6]([C:19](=[O:20])[OH:21])[c:7](=[O:18])[c:8]3[c:9]([F:17])[c:10]([F:16])[c:11]([F:15])[c:12]([F:14])[c:13]23)[CH2:2][CH2:3]1.[CH:22](=[O:23])[N:24]1[CH2:25][CH2:26][NH:27][CH2:28][CH2:29]1.[cH:30]1[cH:31][cH:32][n:33][cH:34][cH:35]1>>[CH:1]1([n:4]2[cH:5][c:6]([C:19](=[O:20])[OH:21])[c:7](=[O:18])[c:8]3[c:9]([F:17])[c:10]([F:16])[c:11]([N:27]4[CH2:26][CH2:25][N:24]([CH:22]=[O:23])[CH2:29][CH2:28]4)[c:12]([F:14])[c:13]23)[CH2:2][CH2:3]1. The reactants are ClC1=NC(=C2N=CN(C2=N1)C1CSCC1)Cl (2,6-dichloro-9-(tetrahydro-3-thienyl)-9H-purine), C(CCC)O (butanol), NC1=CC=CC=C1 (aniline). Run in C(C)(C)O (isopropanol). Reaction conditions: time 20 hour. The product is ClC1=NC(=C2N=CN(C2=N1)C1CSCC1)NC1=CC=CC=C1 (2-chloro-N-phenyl-9-(tetrahydro-3-thienyl)-9H-purin-6-amine). As a reaction SMILES: [Cl:1][C:2]1[N:10]=[C:9]2[C:5]([N:6]=[CH:7][N:8]2[CH:11]2[CH2:15][CH2:14][S:13][CH2:12]2)=[C:4](Cl)[N:3]=1.C(O)CCC.[NH2:22][C:23]1[CH:28]=[CH:27][CH:26]=[CH:25][CH:24]=1>C(O)(C)C>[Cl:1][C:2]1[N:10]=[C:9]2[C:5]([N:6]=[CH:7][N:8]2[CH:11]2[CH2:15][CH2:14][S:13][CH2:12]2)=[C:4]([NH:22][C:23]2[CH:28]=[CH:27][CH:26]=[CH:25][CH:24]=2)[N:3]=1. Reported procedure: The operation is carried out as in Stage 2 of Example 5 starting from 160 mg of the product obtained in Stage 1 of Example 5, 3 ml of butanol and using 0.055 ml of aniline in place of the benzylamine and the reaction medium is taken to a temperature of approximately 80 to 85° C. for 20 hours, left to return to ambient temperature, diluted with 5 ml of isopropanol, placed for approximately one hour at a temperature of approximately 0° C., followed by separating, washing with 5 ml of isopropanol a... Reactants: NC(CCCC(=O)OC)C1=C(C=CC=C1OC)OC (methyl 5-amino-5-(2,6-dimethoxyphenyl)pentanoate), C1(=CC=CC=C1)C=1SC(=CN1)C=O (2-phenylthiazole-5-carbaldehyde). Product: COC1=C(C(=CC=C1)OC)C1CCCC(N1CC1=CN=C(S1)C1=CC=CC=C1)=O (6-(2,6-dimethoxyphenyl)-1-((2-phenylthiazol-5-yl)methyl)piperidin-2-one). Reaction SMILES: [NH2:1][CH:2]([C:10]1[C:15]([O:16][CH3:17])=[CH:14][CH:13]=[CH:12][C:11]=1[O:18][CH3:19])[CH2:3][CH2:4][CH2:5][C:6]([O:8]C)=O.[C:20]1([C:26]2[S:27][C:28]([CH:31]=O)=[CH:29][N:30]=2)[CH:25]=[CH:24][CH:23]=[CH:22][CH:21]=1>>[CH3:19][O:18][C:11]1[CH:12]=[CH:13][CH:14]=[C:15]([O:16][CH3:17])[C:10]=1[CH:2]1[N:1]([CH2:31][C:28]2[S:27][C:26]([C:20]3[CH:21]=[CH:22][CH:23]=[CH:24][CH:25]=3)=[N:30][CH:29]=2)[C:6](=[O:8])[CH2:5][CH2:4][CH2:3]1. Procedure details: Prepared according to the described general procedure 1 (GP1) by reaction of methyl 5-amino-5-(2,6-dimethoxyphenyl)pentanoate with commercially available 2-phenylthiazole-5-carbaldehyde. Subsequent purification by preparative HPLC afforded the target compound. LC-MS (conditions A): tR=0.85 min.; [M+H]+: 409.16 g/mol.